The task is: describe an organic reaction: reactants, conditions, products, and yield. This data is from the Open Reaction Database (ORD), a public repository of structured organic reaction records. The reactants are O1C(COCC1)=O (p-Dioxanone), N1CC(OCC1=O)=O (2,5-morpholinedione), CCCCC(CC)C(=O)[O-].CCCCC(CC)C(=O)[O-].[Sn+2] (stannous octoate). Run in C1(=CC=CC=C1)C (toluene). Yields the product O1C(COCC1)=O.N1CC(OCC1=O)=O (p-Dioxanone 2,5-Morpholinedione). RXN SMILES: [O:1]1[CH2:6][CH2:5][O:4][CH2:3][C:2]1=[O:7].[NH:8]1[C:13](=[O:14])[CH2:12][O:11][C:10](=[O:15])[CH2:9]1.CCCCC(C([O-])=O)CC.CCCCC(C([O-])=O)CC.[Sn+2]>C1(C)C=CC=CC=1>[O:1]1[CH2:6][CH2:5][O:4][CH2:3][C:2]1=[O:7].[NH:8]1[C:13](=[O:14])[CH2:12][O:11][C:10](=[O:15])[CH2:9]1 |f:2.3.4,6.7|. Procedure details: p-Dioxanone (4.0 g, 0.039 moles), 2,5-morpholinedione (0.5 g, 0.0043 moles) and a catalytic amount of stannous octoate (0.22 ml of a 0.0132 M toluene solution, 0.0000029 moles) are heated and magnetically mixed in a flame and vacuum dried, sealed glass ampoule according to the following temperature/time scheme: Starting materials: C1CCOC1, CCOC(C)=O, O=C(O)c1ccc(Cl)c(-c2cnc3oc(-c4ccc(F)cc4)cc3c2)c1, O=C1CCC(=O)N1Br. The product is O=C(O)c1ccc(Cl)c(-c2cnc3oc(-c4ccc(F)cc4)c(Br)c3c2)c1. Reaction SMILES: [CH2:35]1[O:36][CH2:37][CH2:38][CH2:39]1.[CH3:40][CH2:41][O:42][C:43]([CH3:44])=[O:45].[Cl:9][c:10]1[c:11](-[c:19]2[cH:20][c:21]3[c:22]([n:23][cH:24]2)[o:25][c:26](-[c:28]2[cH:29][cH:30][c:31]([F:34])[cH:32][cH:33]2)[cH:27]3)[cH:12][c:13]([C:14](=[O:15])[OH:16])[cH:17][cH:18]1.[O:1]=[C:2]1[N:3]([Br:8])[C:4](=[O:5])[CH2:6][CH2:7]1>>[Br:8][c:27]1[c:21]2[cH:20][c:19](-[c:11]3[c:10]([Cl:9])[cH:18][cH:17][c:13]([C:14](=[O:15])[OH:16])[cH:12]3)[cH:24][n:23][c:22]2[o:25][c:26]1-[c:28]1[cH:29][cH:30][c:31]([F:34])[cH:32][cH:33]1. Product: CC1([C@@H]([C@H]1\C=C(/C(OCC)=O)\F)C(=O)O[C@@H](C1=CC(=CC=C1)OC1=CC=CC=C1)C#N)C ((S)-cyano-3-phenoxy-benzyl (1R,trans) 2,2-dimethyl-3(E)-[2-fluoro-3-oxo-3-ethoxy-propenyl]-cyclopropane-1-carboxylate). Reactants: CC1([C@@H]([C@H]1\C=C(/C(OCC)=O)\F)C(=O)O)C ((1R,trans) 2,2-dimethyl-3(E)-[2-fluoro-3-oxo-3-ethoxypropenyl]-cyclopropane-1-carboxylic acid), C(#N)[C@H](C1=CC(=CC=C1)OC1=CC=CC=C1)O ((S)α-cyano-3-phenoxy-benzyl alcohol). Run in C(Cl)(Cl)Cl (chloroform). Reported procedure: Using the procedure of Example 1, the product of Step A and (S)α-cyano-3-phenoxy-benzyl alcohol were reacted to obtain (S)-cyano-3-phenoxy-benzyl (1R,trans) 2,2-dimethyl-3(E)-[2-fluoro-3-oxo-3-ethoxy-propenyl]-cyclopropane-1-carboxylate with a specific rotation of [α]D20 =-33 5°±2.5° (c=0.5% in chloroform). Reaction SMILES: [CH3:1][C:2]1([CH3:16])[C@H:4](/[CH:5]=[C:6](/[F:12])\[C:7](=[O:11])[O:8][CH2:9][CH3:10])[C@H:3]1[C:13]([OH:15])=[O:14].[C:17]([C@@H:19](O)[C:20]1[CH:25]=[CH:24][CH:23]=[C:22]([O:26][C:27]2[CH:32]=[CH:31][CH:30]=[CH:29][CH:28]=2)[CH:21]=1)#[N:18]>C(Cl)(Cl)Cl>[CH3:16][C:2]1([CH3:1])[C@H:4](/[CH:5]=[C:6](/[F:12])\[C:7](=[O:11])[O:8][CH2:9][CH3:10])[C@H:3]1[C:13]([O:15][C@H:19]([C:17]#[N:18])[C:20]1[CH:25]=[CH:24][CH:23]=[C:22]([O:26][C:27]2[CH:28]=[CH:29][CH:30]=[CH:31][CH:32]=2)[CH:21]=1)=[O:14]. Starting materials: CN1N=C(N=C1NCCCOC1=CC(=CC=C1)CN1CCCCC1)C=O (1-methyl-5-[[3-[3-(1-piperidinylmethyl)phenoxy]propyl]amino]-1H-1,2,4-triazole-3-carboxaldehyde), O (water), C(CCC)[Li] (n-Butyllithium), BrC1=NC=CC=C1 (2-bromopyridine). Solvent: O1CCCC1 (tetrahydrofuran), CCOCC (ether). Conditions: time 8 hour. Product: CN1N=C(N=C1NCCCOC1=CC(=CC=C1)CN1CCCCC1)C(O)C1=NC=CC=C1 (α-[1-Methyl-5-[[3-[3-(1-piperidinylmethyl)phenoxy]propyl]amino]-1H-1,2,4-triazol-3-yl]-2-pyridinemethanol). Yield: 102.4%. RXN SMILES: C([Li])CCC.Br[C:7]1[CH:12]=[CH:11][CH:10]=[CH:9][N:8]=1.[CH3:13][N:14]1[C:18]([NH:19][CH2:20][CH2:21][CH2:22][O:23][C:24]2[CH:29]=[CH:28][CH:27]=[C:26]([CH2:30][N:31]3[CH2:36][CH2:35][CH2:34][CH2:33][CH2:32]3)[CH:25]=2)=[N:17][C:16]([CH:37]=[O:38])=[N:15]1.O>CCOCC.O1CCCC1>[CH3:13][N:14]1[C:18]([NH:19][CH2:20][CH2:21][CH2:22][O:23][C:24]2[CH:29]=[CH:28][CH:27]=[C:26]([CH2:30][N:31]3[CH2:32][CH2:33][CH2:34][CH2:35][CH2:36]3)[CH:25]=2)=[N:17][C:16]([CH:37]([C:7]2[CH:12]=[CH:11][CH:10]=[CH:9][N:8]=2)[OH:38])=[N:15]1. Procedure: n-Butyllithium (1.6M in n-hexane, 8.12 ml) was added dropwise during 15 min to a stirred solution of 2-bromopyridine (1.86 g, 1.12 ml) in anhydrous ether (10 ml) at -70°, under nitrogen. The brown solution was stirred at -70° for 0.5 h before a solution of 1-methyl-5-[[3-[3-(1-piperidinylmethyl)phenoxy]propyl]amino]-1H-1,2,4-triazole-3-carboxaldehyde (2.0 g) in anhydrous tetrahydrofuran (20 ml) was added dropwise at -70° and the solution was stirred at -40° for 2 h before water (20 ml) was added... Starting materials: N1C(=NC2=C1C=CC=C2)CNC2CCCC=1C=CC=NC21 ((1H-Benzimidazol-2-ylmethyl)-(5,6,7,8-tetrahydro-quinolin-8-yl)-amine), C(C)(C)(C)OC(=O)N1[C@H](C=O)CCC1 (N-tert-butoxycarbonyl-L-prolinal), [BH-](OC(=O)C)(OC(=O)C)OC(=O)C.[Na+] (NaBH(OAc)3), C(Cl)Cl (CH2Cl2), resultant mixture. The product is C(Cl)Cl.CO.[NH4+].[OH-] (CH2Cl2 MeOH NH4OH), N1C(=NC2=C1C=CC=C2)CN([C@H]2CCCC=1C=CC=NC21)CC2NCCC2 ((1H-Benzimidazol-2-ylmethyl)-(S)-1-pyrrolidin-2-ylmethyl-(5,6,7,8-tetrahydro-quinolin-8-yl)-amine). The yield is 30.0%. Reaction SMILES: [NH:1]1[C:5]2[CH:6]=[CH:7][CH:8]=[CH:9][C:4]=2[N:3]=[C:2]1[CH2:10][NH:11][CH:12]1[C:21]2[N:20]=[CH:19][CH:18]=[CH:17][C:16]=2[CH2:15][CH2:14][CH2:13]1.[C:22]([O:26]C([N:29]1[CH2:35][CH2:34][CH2:33][C@H:30]1[CH:31]=O)=O)(C)(C)C.[BH-](OC(C)=O)(OC(C)=O)[O:37]C(C)=O.[Na+].[CH2:50]([Cl:52])[Cl:51]>>[CH2:50]([Cl:52])[Cl:51].[CH3:22][OH:26].[NH4+:1].[OH-:37].[NH:1]1[C:5]2[CH:6]=[CH:7][CH:8]=[CH:9][C:4]=2[N:3]=[C:2]1[CH2:10][N:11]([CH2:31][CH:30]1[CH2:33][CH2:34][CH2:35][NH:29]1)[C@@H:12]1[C:21]2[N:20]=[CH:19][CH:18]=[CH:17][C:16]=2[CH2:15][CH2:14][CH2:13]1 |f:2.3,5.6.7.8|. Procedure: Using General Procedure B: To a stirred solution of (1H-Benzimidazol-2-ylmethyl)-(5,6,7,8-tetrahydro-quinolin-8-yl)-amine (148 mg, 0.53 mmol) and N-tert-butoxycarbonyl-L-prolinal (110 mg, 0.55 mmol) in CH2Cl2 (5 mL) was added NaBH(OAc)3 (146 mg, 0.69 mmol) and the resultant mixture was stirred at room temperature overnight. Purification of the crude material by radial chromatography on silica gel gel (2 mm plate, 50:1:1 CH2Cl2/MeOH/NH4OH then 10:1:1 CH2Cl2/MeOH/NH4OH) afforded the desired amine ... Starting materials: CCN(CC)CCNC(=O)c1cc(C)[nH]c1C=O, C1CCNCC1, CCO, O=C1Cc2c(cccc2-c2cccc(C(F)(F)F)c2)N1. Product: CCN(CC)CCNC(=O)c1cc(C)[nH]c1C=C1C(=O)Nc2cccc(-c3cccc(C(F)(F)F)c3)c21. As a reaction SMILES: [CH2:21]([CH3:22])[N:23]([CH2:24][CH2:25][NH:26][C:27](=[O:28])[c:29]1[c:30]([CH:35]=[O:36])[nH:31][c:32]([CH3:34])[cH:33]1)[CH2:37][CH3:38].[CH2:39]1[CH2:40][CH2:41][NH:42][CH2:43][CH2:44]1.[CH3:45][CH2:46][OH:47].[F:1][C:2]([c:3]1[cH:4][c:5](-[c:9]2[c:10]3[c:14]([cH:15][cH:16][cH:17]2)[NH:13][C:12](=[O:18])[CH2:11]3)[cH:6][cH:7][cH:8]1)([F:19])[F:20]>>[F:1][C:2]([c:3]1[cH:4][c:5](-[c:9]2[c:10]3[c:14]([cH:15][cH:16][cH:17]2)[NH:13][C:12](=[O:18])[C:11]3=[CH:35][c:30]2[c:29]([C:27]([NH:26][CH2:25][CH2:24][N:23]([CH2:21][CH3:22])[CH2:37][CH3:38])=[O:28])[cH:33][c:32]([CH3:34])[nH:31]2)[cH:6][cH:7][cH:8]1)([F:19])[F:20].